From a dataset of the Open Reaction Database (ORD), a public repository of structured organic reaction records. describe an organic reaction: reactants, conditions, products, and yield Starting materials: [H-].[Na+] (sodium hydride), N1=CC=C(C=C1)CCCCO (4-pyridinebutanol), COC(C(C1=CC=C(C=C1)O)=O)=O (4-hydroxy-alpha-oxobenzeneacetic acid methyl ester), S(C)(=O)(=O)[O-] (mesylate). The reagents and catalysts are C(C)(=O)O (acetic acid). Run in CN(C=O)C (dimethylformamide). Reaction conditions: temperature 60 celsius, time 15 minute. Product: COC(C(C1=CC=C(C=C1)OCCCCC1=CC=NC=C1)=O)=O (alpha-oxo-4-[4-(4-pyridinyl)butoxy]benzeneacetic acid methyl ester). Isolated yield 30.9%. RXN SMILES: [CH3:1][O:2][C:3](=[O:13])[C:4](=[O:12])[C:5]1[CH:10]=[CH:9][C:8]([OH:11])=[CH:7][CH:6]=1.[H-].[Na+].S([O-])(=O)(=O)C.[N:21]1[CH:26]=[CH:25][C:24]([CH2:27][CH2:28][CH2:29][CH2:30]O)=[CH:23][CH:22]=1>CN(C)C=O.C(O)(=O)C>[CH3:1][O:2][C:3](=[O:13])[C:4](=[O:12])[C:5]1[CH:10]=[CH:9][C:8]([O:11][CH2:30][CH2:29][CH2:28][CH2:27][C:24]2[CH:25]=[CH:26][N:21]=[CH:22][CH:23]=2)=[CH:7][CH:6]=1 |f:1.2|. Procedure: A stirred mixture of 4-hydroxy-alpha-oxobenzeneacetic acid methyl ester (1.086 g) in dimethylformamide (10 mL) under argon was treated with 55% sodium hydride (0.261 g), stirred for 15 minutes and treated with the mesylate prepared from 0.906 g of 4-pyridinebutanol. The mixture was heated under argon at 60° C. for 4 hours. The cooled mixture was treated with glacial acetic acid (2 drops) and the volatiles were removed under vacuum. The residue was mixed with dichloromethane and dilute cold sodiu...